describe an organic reaction: reactants, conditions, products, and yield From a dataset of the Open Reaction Database (ORD), a public repository of structured organic reaction records. Starting materials: ClCCl (dichloromethane), COC(=O)C1N(C2=CC=C(C=C2C1)OC)C([C@H](CC)NC(=O)OC(C)(C)C)=O (1-(N-t-butoxycarbonyl-2(S)-aminobutyryl)-5-methoxyindoline-2(R/S)-carboxylic acid methyl ester), [OH-].[Na+] (sodium hydroxide). The solvent is CO (methanol), O (water). Reaction conditions: temperature 7.5 celsius, time 4 hour. Yields the product C(C)(C)(C)OC(=O)N[C@H](C(=O)N1C(CC2=CC(=CC=C12)OC)C(=O)O)CC (1-(N-t-Butoxycarbonyl-2(S)-aminobutyryl)-5-methoxyindoline-2(R/S)-carboxylic acid). As a reaction SMILES: C[O:2][C:3]([CH:5]1[CH2:13][C:12]2[C:7](=[CH:8][CH:9]=[C:10]([O:14][CH3:15])[CH:11]=2)[N:6]1[C:16](=[O:28])[C@@H:17]([NH:20][C:21]([O:23][C:24]([CH3:27])([CH3:26])[CH3:25])=[O:22])[CH2:18][CH3:19])=[O:4].[OH-].[Na+].ClCCl>CO.O>[C:24]([O:23][C:21]([NH:20][C@@H:17]([CH2:18][CH3:19])[C:16]([N:6]1[C:7]2[C:12](=[CH:11][C:10]([O:14][CH3:15])=[CH:9][CH:8]=2)[CH2:13][CH:5]1[C:3]([OH:4])=[O:2])=[O:28])=[O:22])([CH3:27])([CH3:26])[CH3:25] |f:1.2|. Procedure details: To the solution of 1-(N-t-butoxycarbonyl-2(S)-aminobutyryl)-5-methoxyindoline-2(R/S)-carboxylic acid methyl ester (1.3 g, 3.3 mmol) in methanol (20 ml), was added sodium hydroxide(0.265 g, 6.6 mmol) in water (10 ml). The solution was stirred at 5 to 10° C. for 4 hours. The mixture was poured into dichloromethane (40 ml), and washed with cold potassium hydrogen sulphate (3×20 ml), and water (20 ml). The organic layer was dried over sodium sulphate, and evaporated to provide a white foam which was... The reactants are CCCN1Cc2cc(Oc3cccc(NCc4c(C)cc(C)cc4C)c3)ccc2N=C1NC(=O)OC(C)(C)C, ClCCl, O=C(O)C(F)(F)F. The product is CCCN1Cc2cc(Oc3cccc(NCc4c(C)cc(C)cc4C)c3)ccc2N=C1N. As a reaction SMILES: [C:1]([O:2][C:3](=[O:4])[NH:7][C:8]1=[N:9][c:10]2[cH:11][cH:12][c:13]([O:21][c:22]3[cH:23][c:24]([NH:28][CH2:29][c:30]4[c:31]([CH3:38])[cH:32][c:33]([CH3:37])[cH:34][c:35]4[CH3:36])[cH:25][cH:26][cH:27]3)[cH:14][c:15]2[CH2:16][N:17]1[CH2:18][CH2:19][CH3:20])([CH3:5])([CH3:6])[CH3:39].[Cl:47][CH2:48][Cl:49].[F:40][C:41]([F:42])([F:43])[C:44]([OH:45])=[O:46]>>[NH2:7][C:8]1=[N:9][c:10]2[cH:11][cH:12][c:13]([O:21][c:22]3[cH:23][c:24]([NH:28][CH2:29][c:30]4[c:31]([CH3:38])[cH:32][c:33]([CH3:37])[cH:34][c:35]4[CH3:36])[cH:25][cH:26][cH:27]3)[cH:14][c:15]2[CH2:16][N:17]1[CH2:18][CH2:19][CH3:20].